describe an organic reaction: reactants, conditions, products, and yield From a dataset of the Open Reaction Database (ORD), a public repository of structured organic reaction records. Reactants: BrCc1ccccc1, CCOC(C)=O, COC(=O)C1CN(Cc2ccc(Cl)cc2)CCC1=O, [H-], [Na+], CN(C)C=O. RXN SMILES: [Br:22][CH2:23][c:24]1[cH:25][cH:26][cH:27][cH:28][cH:29]1.[CH3:35][CH2:36][O:37][C:38](=[O:39])[CH3:40].[Cl:3][c:4]1[cH:5][cH:6][c:7]([CH2:8][N:9]2[CH2:10][CH:11]([C:16](=[O:17])[O:18][CH3:19])[C:12](=[O:15])[CH2:13][CH2:14]2)[cH:20][cH:21]1.[H-:1].[Na+:2].[O:30]=[CH:31][N:32]([CH3:33])[CH3:34]>>[Cl:3][c:4]1[cH:5][cH:6][c:7]([CH2:8][N:9]2[CH2:10][C:11]([C:16](=[O:17])[O:18][CH3:19])([CH2:23][c:24]3[cH:25][cH:26][cH:27][cH:28][cH:29]3)[C:12](=[O:15])[CH2:13][CH2:14]2)[cH:20][cH:21]1. The product is COC(=O)C1(Cc2ccccc2)CN(Cc2ccc(Cl)cc2)CCC1=O.